From a dataset of the Open Reaction Database (ORD), a public repository of structured organic reaction records. describe an organic reaction: reactants, conditions, products, and yield The reactants are ClC1=CC=C(C=C1)CCOC=1N=C(C=2N=CN([C@H]3[C@H](O[Si](C)(C)C(C)(C)C)[C@H](O[Si](C)(C)C(C)(C)C)[C@@H](CO[Si](C)(C)C(C)(C)C)O3)C2N1)N (2-[2-(4-chlorophenyl)ethoxy]-2′,3′,5′-tri-O-(TERT-butyldimethylsilyl)-adenosine), N1=CC=CC=C1.F (hydrogen fluoride-pyridine). Solvent: CO (methanol). Conditions: temperature 50 celsius. The product is ClC1=CC=C(C=C1)CCOC=1N=C(C=2N=CN([C@H]3[C@H](O)[C@H](O)[C@@H](CO)O3)C2N1)N (2-[2-(4-Chlorophenyl)ethoxy]adenosine). Isolated yield 50.0%. As a reaction SMILES: [Cl:1][C:2]1[CH:7]=[CH:6][C:5]([CH2:8][CH2:9][O:10][C:11]2[N:12]=[C:13]([NH2:50])[C:14]3[N:15]=[CH:16][N:17]([C:48]=3[N:49]=2)[C@@H:18]2[O:47][C@H:37]([CH2:38][O:39][Si](C(C)(C)C)(C)C)[C@@H:28]([O:29][Si](C(C)(C)C)(C)C)[C@H:19]2[O:20][Si](C(C)(C)C)(C)C)=[CH:4][CH:3]=1.N1C=CC=CC=1.F>CO>[Cl:1][C:2]1[CH:3]=[CH:4][C:5]([CH2:8][CH2:9][O:10][C:11]2[N:12]=[C:13]([NH2:50])[C:14]3[N:15]=[CH:16][N:17]([C:48]=3[N:49]=2)[C@@H:18]2[O:47][C@H:37]([CH2:38][OH:39])[C@@H:28]([OH:29])[C@H:19]2[OH:20])=[CH:6][CH:7]=1 |f:1.2|. Procedure: To a solution of 2-[2-(4-chlorophenyl)ethoxy]-2′,3′,5′-tri-O-(TERT-butyldimethylsilyl)-adenosine (Example 1, 500 mg, 0.654 mmol) in 7 mL of anhydrous methanol flushed with nitrogen was added 323 mg (5 equiv.) of hydrogen fluoride-pyridine. The reaction was heated to 50° C. for 18 hours. Upon disappearance of the starting material as indicated by LC analysis, the reaction was allowed to cool to room temperature, which resulted in precipitation of a white solid. This was collected by filtration, r... Starting materials: COc1c(-c2ccc(S(C)(=O)=O)cc2)cnn(-c2cccc(Cl)c2)c1=O, Cl, [Na+], [OH-]. The product is CS(=O)(=O)c1ccc(-c2cnn(-c3cccc(Cl)c3)c(=O)c2O)cc1. As a reaction SMILES: [Cl:1][c:2]1[cH:3][c:4](-[n:8]2[n:9][cH:10][c:11](-[c:17]3[cH:18][cH:19][c:20]([S:23](=[O:24])(=[O:25])[CH3:26])[cH:21][cH:22]3)[c:12]([O:15][CH3:16])[c:13]2=[O:14])[cH:5][cH:6][cH:7]1.[ClH:27].[Na+:29].[OH-:28]>>[Cl:1][c:2]1[cH:3][c:4](-[n:8]2[n:9][cH:10][c:11](-[c:17]3[cH:18][cH:19][c:20]([S:23](=[O:24])(=[O:25])[CH3:26])[cH:21][cH:22]3)[c:12]([OH:15])[c:13]2=[O:14])[cH:5][cH:6][cH:7]1.